describe an organic reaction: reactants, conditions, products, and yield From a dataset of the Open Reaction Database (ORD), a public repository of structured organic reaction records. Starting materials: CC(N=C=NC(C)C)C (DIC), O(C1=CC=CC=C1)CC1=NC2=C(N1CC1=CC=C(C=C1)OC(F)(F)F)C=CC(=C2)C(=O)O (2-phenoxymethyl-1-(4-trifluoromethoxy-benzyl)-1H-benzoimidazole-5-carboxylic acid), N1=C(C=CC=C1)NN (N′-pyridin-2-yl-hydrazine). The solvent is C1CCOC1 (THF). Reaction conditions: time 16 hour. Yields the product N1=C(C=CC=C1)NNC(=O)C1=CC2=C(N(C(=N2)COC2=CC=CC=C2)CC2=CC=C(C=C2)OC(F)(F)F)C=C1 (2-Phenoxymethyl-1-(4-trifluoromethoxy-benzyl)-1H-benzoimidazole-5-carboxylic acid N′-pyridin-2-yl-hydrazide). As a reaction SMILES: [O:1]([CH2:8][C:9]1[N:13]([CH2:14][C:15]2[CH:20]=[CH:19][C:18]([O:21][C:22]([F:25])([F:24])[F:23])=[CH:17][CH:16]=2)[C:12]2[CH:26]=[CH:27][C:28]([C:30](O)=[O:31])=[CH:29][C:11]=2[N:10]=1)[C:2]1[CH:7]=[CH:6][CH:5]=[CH:4][CH:3]=1.CC(C)N=C=NC(C)C.[N:42]1[CH:47]=[CH:46][CH:45]=[CH:44][C:43]=1[NH:48][NH2:49]>C1COCC1>[N:42]1[CH:47]=[CH:46][CH:45]=[CH:44][C:43]=1[NH:48][NH:49][C:30]([C:28]1[CH:27]=[CH:26][C:12]2[N:13]([CH2:14][C:15]3[CH:20]=[CH:19][C:18]([O:21][C:22]([F:24])([F:23])[F:25])=[CH:17][CH:16]=3)[C:9]([CH2:8][O:1][C:2]3[CH:3]=[CH:4][CH:5]=[CH:6][CH:7]=3)=[N:10][C:11]=2[CH:29]=1)=[O:31]. Procedure: 0.16 mmol of 2-phenoxymethyl-1-(4-trifluoromethoxy-benzyl)-1H-benzoimidazole-5-carboxylic acid were dissolved in 1 ml THF with 1 eq. DIC. After 15 min 1.5 eq of N′-pyridin-2-yl-hydrazine were added and the reaction stirred at room temperature for 16 h. The crude material was purified via reversed phase preparative HPLC. MS(ISP): 534.2 (M+H)+. Reactants: Cl.ClC1=CC=C2C=CN=CC2=C1Cl (7,8-dichloroisoquinoline hydrochloride). The reagents and catalysts are [Pt](=O)=O (platinum dioxide). Run in CO (methanol). Product: ClC1=CC=C2CCNCC2=C1Cl (7,8-dichloro-1,2,3,4-tetrahydroisoquinoline). RXN SMILES: Cl.[Cl:2][C:3]1[C:12]([Cl:13])=[C:11]2[C:6]([CH:7]=[CH:8][N:9]=[CH:10]2)=[CH:5][CH:4]=1>[Pt](=O)=O.CO>[Cl:2][C:3]1[C:12]([Cl:13])=[C:11]2[C:6]([CH2:7][CH2:8][NH:9][CH2:10]2)=[CH:5][CH:4]=1 |f:0.1|. Reported procedure: The above prepared 7,8-dichloroisoquinoline hydrochloride was reduced in two portions by hydrogenation at 50-60 psi using 0.7 g. of platinum dioxide in 100 cc. of methanol, for one hour at ambient temperature. The mixture was filtered and concentrated. The residue was converted to the base using ammonium hydroxide and was extracted into ether. The extract was dried with magnesium sulfate, filtered and concentrated to give, as the residue, 7,8-dichloro-1,2,3,4-tetrahydroisoquinoline. Starting materials: COc1ccc2ccccc2c1 (substrate), [Li]c1cccc2ccccc12 (effective_coupling_partner). Reagents/catalysts: SIMes. Reaction conditions: temperature 25 celsius, time 12 hour. Product: c4ccc3cc(c1cccc2ccccc12)ccc3c4. Reactants: [Cl-].[Al+3].[Cl-].[Cl-] (aluminum chloride), ClC1=C(C=CC=C1)F (1-chloro-2-fluorobenzene), C(C)(=O)Cl (acetyl chloride). Conditions: temperature 100 celsius. Product: CC(=O)C1=CC(=C(C=C1)F)Cl (3-Chloro-4-fluoroacetophenone). Yield: 76.7%. As a reaction SMILES: [Cl-].[Al+3].[Cl-].[Cl-].[Cl:5][C:6]1[CH:11]=[CH:10][CH:9]=[CH:8][C:7]=1[F:12].[C:13](Cl)(=[O:15])[CH3:14]>>[CH3:14][C:13]([C:10]1[CH:9]=[CH:8][C:7]([F:12])=[C:6]([Cl:5])[CH:11]=1)=[O:15] |f:0.1.2.3|. Reported procedure: 53.2 gm. (400 mmol) of aluminum chloride was carefully added in portions to a mixture of 26.2 gm (200 mmol) of 1-chloro-2-fluorobenzene and 31.2 gm of acetyl chloride at 50° C. After all the Lewis acid had been added, the reaction temperature was raised to 100° C. and maintained at that temperature for 3 hours. The hot reaction mixture was carefully poured onto ice and the resulting light-red oil twice extracted with ether. The combined ether extraacts were washed with saturated sodium chloride ... The product is Cc1ccc(Cc2c(OC3OC(COC(=O)C(C)(C)C)C(OC(=O)C(C)(C)C)C(OC(=O)C(C)(C)C)C3OC(=O)C(C)(C)C)n[nH]c2C)cc1F. RXN SMILES: [C:1](=[O:2])([CH3:3])[n:4]1[n:5][c:6]([O:19][CH:20]2[CH:21]([O:22][C:23]([C:24]([CH3:25])([CH3:26])[CH3:27])=[O:28])[CH:29]([O:30][C:31]([C:32]([CH3:33])([CH3:34])[CH3:35])=[O:36])[CH:37]([O:38][C:39]([C:40]([CH3:41])([CH3:42])[CH3:43])=[O:44])[CH:45]([CH2:47][O:48][C:49]([C:50]([CH3:51])([CH3:52])[CH3:53])=[O:54])[O:46]2)[c:7]([CH2:10][c:11]2[cH:12][c:13]([F:18])[c:14]([CH3:17])[cH:15][cH:16]2)[c:8]1[CH3:9].[C:55](=[O:56])([OH:57])[O-:58].[CH3:60][C:61](=[O:62])[OH:63].[CH3:64][OH:65].[K+:59]>>[nH:4]1[n:5][c:6]([O:19][CH:20]2[CH:21]([O:22][C:23]([C:24]([CH3:25])([CH3:26])[CH3:27])=[O:28])[CH:29]([O:30][C:31]([C:32]([CH3:33])([CH3:34])[CH3:35])=[O:36])[CH:37]([O:38][C:39]([C:40]([CH3:41])([CH3:42])[CH3:43])=[O:44])[CH:45]([CH2:47][O:48][C:49]([C:50]([CH3:51])([CH3:52])[CH3:53])=[O:54])[O:46]2)[c:7]([CH2:10][c:11]2[cH:12][c:13]([F:18])[c:14]([CH3:17])[cH:15][cH:16]2)[c:8]1[CH3:9]. The reactants are CC(=O)n1nc(OC2OC(COC(=O)C(C)(C)C)C(OC(=O)C(C)(C)C)C(OC(=O)C(C)(C)C)C2OC(=O)C(C)(C)C)c(Cc2ccc(C)c(F)c2)c1C, O=C([O-])O, CC(=O)O, CO, [K+]. The reactants are FC(C(=O)O)(F)F (trifluoroacetic acid), N1(CCOCC1)C1=CC(=NC=2N1N=C(C2)C2=CC=CC=C2)NN ((7-morpholin-4-yl-2-phenyl-pyrazolo[1,5-a]pyrimidin-5-yl)-hydrazine), C(#N)C=1C=C(C=O)C=CC1 (3-cyano-benzaldehyde). Run in C(C)O (ethanol). Reaction conditions: time 1 hour. Product: C(#N)C=1C=C(C=NNC2=NC=3N(C(=C2)N2CCOCC2)N=C(C3)C3=CC=CC=C3)C=CC1 (N-(3-cyano-benzylidene)-N′-(7-morpholin-4-yl-2-phenyl-pyrazolo[1,5-a]pyrimidin-5-yl)-hydrazine). Isolated yield 109.1%. Reaction SMILES: FC(F)(F)C(O)=O.[N:8]1([C:14]2[N:19]3[N:20]=[C:21]([C:23]4[CH:28]=[CH:27][CH:26]=[CH:25][CH:24]=4)[CH:22]=[C:18]3[N:17]=[C:16]([NH:29][NH2:30])[CH:15]=2)[CH2:13][CH2:12][O:11][CH2:10][CH2:9]1.[C:31]([C:33]1[CH:34]=[C:35]([CH:38]=[CH:39][CH:40]=1)[CH:36]=O)#[N:32]>C(O)C>[C:31]([C:33]1[CH:34]=[C:35]([CH:38]=[CH:39][CH:40]=1)[CH:36]=[N:30][NH:29][C:16]1[CH:15]=[C:14]([N:8]2[CH2:13][CH2:12][O:11][CH2:10][CH2:9]2)[N:19]2[N:20]=[C:21]([C:23]3[CH:28]=[CH:27][CH:26]=[CH:25][CH:24]=3)[CH:22]=[C:18]2[N:17]=1)#[N:32]. Reported procedure: There was dissolved, in ethanol (2 mL), trifluoroacetic acid salt of (7-morpholin-4-yl-2-phenyl-pyrazolo[1,5-a]pyrimidin-5-yl)-hydrazine (30.0 mg, 0.0557 mM), then 3-cyano-benzaldehyde (6.7 mg, 0.061 mM) was added to the solution and the mixture was stirred at room temperature for one hour. This reaction liquid was filtered and the resulting solid was purified by the NH-silica gel column chromatography (methanol/methylene chloride=1/20) to thus give the title compound (23.6 mg, yield: quantitati... Product: CCOC(=O)C1CCN(c2ccc([N+](=O)[O-])cc2)CC1. As a reaction SMILES: [C:22](=[O:23])([O-:24])[O-:25].[CH2:11]([CH3:12])[O:13][C:14](=[O:15])[CH:16]1[CH2:17][CH2:18][NH:19][CH2:20][CH2:21]1.[CH3:28][C:29]#[N:30].[F:1][c:2]1[cH:3][cH:4][c:5]([N+:8](=[O:9])[O-:10])[cH:6][cH:7]1.[K+:26].[K+:27]>>[c:2]1([N:19]2[CH2:18][CH2:17][CH:16]([C:14]([O:13][CH2:11][CH3:12])=[O:15])[CH2:21][CH2:20]2)[cH:3][cH:4][c:5]([N+:8](=[O:9])[O-:10])[cH:6][cH:7]1. Reactants: O=C([O-])[O-], CCOC(=O)C1CCNCC1, CC#N, O=[N+]([O-])c1ccc(F)cc1, [K+], [K+].